This data is from the Open Reaction Database (ORD), a public repository of structured organic reaction records. The task is: describe an organic reaction: reactants, conditions, products, and yield The reactants are CCCCCC[Si](Cl)(Cl)Cl, CCC(CC)CBr, CCCCCC, CCOCC, I, [Mg], C1CCOC1. Product: CCCCCC[Si](Cl)(Cl)CC(CC)CC. As a reaction SMILES: [CH2:10]([CH2:11][CH2:12][CH2:13][CH2:14][CH3:15])[Si:16]([Cl:17])([Cl:18])[Cl:19].[CH2:3]([CH3:4])[CH:5]([CH2:6][Br:7])[CH2:8][CH3:9].[CH3:25][CH2:26][CH2:27][CH2:28][CH2:29][CH3:30].[CH3:31][CH2:32][O:33][CH2:34][CH3:35].[I:2].[Mg:1].[O:20]1[CH2:21][CH2:22][CH2:23][CH2:24]1>>[CH2:3]([CH3:4])[CH:5]([CH2:6][Si:16]([CH2:10][CH2:11][CH2:12][CH2:13][CH2:14][CH3:15])([Cl:17])[Cl:18])[CH2:8][CH3:9]. The reactants are N#Cc1cccc(O)c1, O=C([O-])[O-], CN(C)C=O, CC(C)CC(CCl)NC(=O)OC(C)(C)C, [K+], [K+]. Yields the product CC(C)CC(COc1cccc(C#N)c1)NC(=O)OC(C)(C)C. Reaction SMILES: [C:16](#[N:17])[c:18]1[cH:19][c:20]([OH:24])[cH:21][cH:22][cH:23]1.[C:25](=[O:26])([O-:27])[O-:28].[CH3:31][N:32]([CH3:33])[CH:34]=[O:35].[Cl:1][CH2:2][CH:3]([CH2:4][CH:5]([CH3:6])[CH3:7])[NH:8][C:9]([O:10][C:11]([CH3:12])([CH3:13])[CH3:14])=[O:15].[K+:29].[K+:30]>>[CH2:2]([CH:3]([CH2:4][CH:5]([CH3:6])[CH3:7])[NH:8][C:9]([O:10][C:11]([CH3:12])([CH3:13])[CH3:14])=[O:15])[O:24][c:20]1[cH:19][c:18]([C:16]#[N:17])[cH:23][cH:22][cH:21]1. Starting materials: C1(CC1)(NC(OC(C)(C)C)=O)C(O)=O, c1(cncnc1)C#N. Reagents/catalysts: c1ccc(cc1)-c2c3ccccc3cc4ccccc24 (9-Phenylanthracene), OP(=O)([O-])[O-].[K+].[K+] (K2HPO4), [Ir](c1c(c(cc(c1)F)F)c1ncccc1)(c1c(c(cc(c1)F)F)c1ncccc1)c1c(c(cc(c1)F)F)c1ncccc1 (Ir(Fppy)3). Run in CCC(=O)C (MEK). Conditions: temperature 25 celsius, time 18 hour. Product: CC(C)(C)OC(=O)NC1(CC1)c2cncnc2. As a reaction SMILES: [CH3:1][C:2]([O:5][C:6]([NH:8][C:9]1([C:12](O)=O)[CH2:11][CH2:10]1)=[O:7])([CH3:4])[CH3:3].N#Cc1[cH:17][n:16][cH:15][n:14][cH:13]1>>[CH3:1][C:2]([O:5][C:6]([NH:8][C:9]1([c:12]2[cH:17][n:16][cH:15][n:14][cH:13]2)[CH2:11][CH2:10]1)=[O:7])([CH3:4])[CH3:3]. As a reaction SMILES: [C:40]([O:41][BH-:42]([O:43][C:44](=[O:45])[CH3:46])[O:47][C:48](=[O:49])[CH3:50])(=[O:51])[CH3:52].[CH2:1]([CH2:2][CH2:3][CH3:4])[O:5][CH:6]([CH3:7])[O:8][c:9]1[cH:10][cH:11][c:12](-[c:15]2[cH:16][cH:17][c:18]3[c:19]([cH:29]2)[CH:20]=[C:21]([C:25](=[O:26])[O:27][CH3:28])[CH2:22][CH2:23][NH:24]3)[cH:13][cH:14]1.[CH3:30][O:31][c:32]1[c:33]([CH:34]=[O:35])[cH:36][cH:37][cH:38][cH:39]1.[Cl:55][CH2:56][CH2:57][Cl:58].[Na+:53].[OH2:54]>>[CH2:1]([CH2:2][CH2:3][CH3:4])[O:5][CH:6]([CH3:7])[O:8][c:9]1[cH:10][cH:11][c:12](-[c:15]2[cH:16][cH:17][c:18]3[c:19]([cH:29]2)[CH:20]=[C:21]([C:25](=[O:26])[O:27][CH3:28])[CH2:22][CH2:23][N:24]3[CH2:34][c:33]2[c:32]([O:31][CH3:30])[cH:39][cH:38][cH:37][cH:36]2)[cH:13][cH:14]1. Starting materials: CC(=O)O[BH-](OC(C)=O)OC(C)=O, CCCCOC(C)Oc1ccc(-c2ccc3c(c2)C=C(C(=O)OC)CCN3)cc1, COc1ccccc1C=O, ClCCCl, [Na+], O. The product is CCCCOC(C)Oc1ccc(-c2ccc3c(c2)C=C(C(=O)OC)CCN3Cc2ccccc2OC)cc1. Starting materials: IC1=C(N)C=CC=C1 (2-iodoaniline), C(=O)(OC(C)(C)C)N1CCC(CC1)=O (1-Boc-4-piperidone), C(C)(=O)O (acetic acid), C(C)(=O)O[BH-](OC(C)=O)OC(C)=O.[Na+] (sodium triacetoxy borohydride). Solvent: ClCCCl (1,2-dichloroethane). Reaction conditions: time 2 day. The product is C(C)(C)(C)OC(=O)N1CCC(CC1)NC1=C(C=CC=C1)I (4-(2-Iodophenylamino)piperidine-1-carboxylic acid tert-butyl ester). The yield is 77.6%. Reaction SMILES: [I:1][C:2]1[CH:8]=[CH:7][CH:6]=[CH:5][C:3]=1[NH2:4].[C:9]([N:16]1[CH2:21][CH2:20][C:19](=O)[CH2:18][CH2:17]1)([O:11][C:12]([CH3:15])([CH3:14])[CH3:13])=[O:10].C(O)(=O)C.C(O[BH-](OC(=O)C)OC(=O)C)(=O)C.[Na+]>ClCCCl>[C:12]([O:11][C:9]([N:16]1[CH2:21][CH2:20][CH:19]([NH:4][C:3]2[CH:5]=[CH:6][CH:7]=[CH:8][C:2]=2[I:1])[CH2:18][CH2:17]1)=[O:10])([CH3:15])([CH3:13])[CH3:14] |f:3.4|. Procedure details: A mixture of 2-iodoaniline (1.100 g, 5.00 mmol), 1-Boc-4-piperidone (1.500 g, 7.50 mmol)), acetic acid (1.0 mL, 17.5 mmol) and sodium triacetoxy borohydride (2.420 g, 11 mmol) in 1,2-dichloroethane (30 mL) was stirred at ambient temperature for 2 days. The reaction was quenched with water, and the organic phase was separated. The aqueous phase was extracted with dichloromethane. The combined organic phase was washed with water, brine, dried over anhydrous Na2SO4 and concentrated. The residue was... Reactants: ice water, NC1=CC=C(C=C1)CCCCO (4-aminobenzenebutanol), CS(=O)(=O)Cl (methanesulfonyl chloride), CS(=O)(=O)Cl (methanesulfonyl chloride). The solvent is N1=CC=CC=C1 (pyridine). Conditions: temperature -10 celsius, time 2 day. Product: CS(=O)(=O)OCCCCC1=CC=C(C=C1)NS(=O)(=O)C (4-(Methanesulfonylamino)benzenebutanol methanesulfonate). Reaction SMILES: [NH2:1][C:2]1[CH:7]=[CH:6][C:5]([CH2:8][CH2:9][CH2:10][CH2:11][OH:12])=[CH:4][CH:3]=1.[CH3:13][S:14](Cl)(=[O:16])=[O:15]>N1C=CC=CC=1>[CH3:13][S:14]([O:12][CH2:11][CH2:10][CH2:9][CH2:8][C:5]1[CH:4]=[CH:3][C:2]([NH:1][S:14]([CH3:13])(=[O:16])=[O:15])=[CH:7][CH:6]=1)(=[O:16])=[O:15]. Reported procedure: 9.25 g (0.056 mole) 4-aminobenzenebutanol is dissolved in 100 ml pyridine and the solution is cooled to ca. -10° C. 17.33 ml (25.65 g) (0.244 mole) methanesulfonyl chloride is added dropwise with vigorous stirring at a rate such that the reaction temperature does not rise beyond -5° C. After all methanesulfonyl chloride is added, the reaction mixture is left in the freezer for two days. The reaction mixture is poured onto 300 ml ice water and extracted with 3×200 ml methylene chloride. The combi... Product: CCN(CC)C(=O)n1cnc(S(=O)(=O)CC2CCCCC2)n1. Starting materials: CCN(CC)C(=O)Cl, ClCCl, Cl, c1ccncc1, O=S(=O)(CC1CCCCC1)c1nc[nH]n1. RXN SMILES: [CH2:1]([CH3:2])[N:3]([C:4](=[O:5])[Cl:6])[CH2:7][CH3:8].[Cl:31][CH2:32][Cl:33].[ClH:24].[cH:25]1[cH:26][cH:27][n:28][cH:29][cH:30]1.[nH:9]1[n:10][c:11]([S:14](=[O:15])(=[O:16])[CH2:17][CH:18]2[CH2:19][CH2:20][CH2:21][CH2:22][CH2:23]2)[n:12][cH:13]1>>[CH2:1]([CH3:2])[N:3]([C:4](=[O:5])[n:9]1[n:10][c:11]([S:14](=[O:15])(=[O:16])[CH2:17][CH:18]2[CH2:19][CH2:20][CH2:21][CH2:22][CH2:23]2)[n:12][cH:13]1)[CH2:7][CH3:8].